This data is from the Open Reaction Database (ORD), a public repository of structured organic reaction records. The task is: describe an organic reaction: reactants, conditions, products, and yield Reactants: Sudan III, solution, O=[O+][O-] (ozone), O=O (oxygen), ClC1=NN(C=C1N(C(C(CC=C)C)=O)CC)C=1C=NC=CC1 (N-(3-Chloro-1-(pyridin-3-yl)-1H-pyrazol-4-yl)-N-ethyl-2-methylpent-4-enamide), C1(=CC=CC=C1)P(C1=CC=CC=C1)C1=CC=CC=C1 (triphenylphosphine). Solvent: CO (MeOH), C(Cl)Cl (CH2Cl2). Reaction conditions: temperature -78 celsius. The product is ClC1=NN(C=C1N(C(C(CC=O)C)=O)CC)C=1C=NC=CC1 (N-[3-chloro-1-(3-pyridyl)pyrazol-4-yl]-N-ethyl-2-methyl-4-oxo-butanamide). As a reaction SMILES: [Cl:1][C:2]1[C:6]([N:7]([CH2:15][CH3:16])[C:8](=[O:14])[CH:9]([CH3:13])[CH2:10][CH:11]=C)=[CH:5][N:4]([C:17]2[CH:18]=[N:19][CH:20]=[CH:21][CH:22]=2)[N:3]=1.[O:23]=[O+][O-].O=O.C1(P(C2C=CC=CC=2)C2C=CC=CC=2)C=CC=CC=1>C(Cl)Cl.CO>[Cl:1][C:2]1[C:6]([N:7]([CH2:15][CH3:16])[C:8](=[O:14])[CH:9]([CH3:13])[CH2:10][CH:11]=[O:23])=[CH:5][N:4]([C:17]2[CH:18]=[N:19][CH:20]=[CH:21][CH:22]=2)[N:3]=1. Reported procedure: To N-(3-Chloro-1-(pyridin-3-yl)-1H-pyrazol-4-yl)-N-ethyl-2-methylpent-4-enamide (0.450 g, 1.41 mmol) in a flask with a stir bar dissolved in CH2Cl2 (13 mL) and MeOH (1.3 mL) was added Sudan III indicator solution (0.01 M, 0.060 mL). The flask was attached to an ozone generator and a flow of oxygen was initiated, with stirring. The reaction was cooled to −78° C., and the ozone production was bubbled through the solution for approxmately 6 minutes before the pink color was absent and the yellow so... Reactants: CO, COC(=O)C1CCCN1C(=O)c1ccc([N+](=O)[O-])cc1. Yields the product COC(=O)C1CCCN1C(=O)c1ccc(N)cc1. RXN SMILES: [CH3:21][OH:22].[N+:1]([O-:2])(=[O:3])[c:4]1[cH:5][cH:6][c:7]([C:8](=[O:9])[N:10]2[CH:11]([C:15](=[O:16])[O:17][CH3:18])[CH2:12][CH2:13][CH2:14]2)[cH:19][cH:20]1>>[NH2:1][c:4]1[cH:5][cH:6][c:7]([C:8](=[O:9])[N:10]2[CH:11]([C:15](=[O:16])[O:17][CH3:18])[CH2:12][CH2:13][CH2:14]2)[cH:19][cH:20]1.